describe an organic reaction: reactants, conditions, products, and yield From a dataset of the Open Reaction Database (ORD), a public repository of structured organic reaction records. The reactants are C(CC#N)#N (malononitrile), O.NN (hydrazine hydrate), C(C)OC(C1=CC(=CC=C1)NN=C(C#N)C#N)=O (3-(N′-dicyanomethylenehydrazino)benzoic acid ethyl ester), NC=1C=C(C(=O)[O-])C=CC1 (3-aminobenzoate), O.NN (hydrazine hydrate). Procedure: 3-[N′-(3,5-diaminopyrazol-4-ylidene)hydrazino]benzoic acid ethyl ester was prepared using 121 mg (0.5 mmol) of 3-(N′-dicyanomethylenehydrazino)benzoic acid ethyl ester, which was derived from 3-aminobenzoate (149 μL, 1.0 mmol) and malononitrile (1.5 mmol), and hydrazine hydrate. Precipitate formed in the reaction tube approximately 10 minutes after the addition of hydrazine hydrate. The resulting solid was isolated by filtration, washed with ethanol, and dried to yield 58 mg (42%) of the compoun... Yield: 42.0%. The product is C(C)OC(C1=CC(=CC=C1)NN=C1C(=NN=C1N)N)=O (3-[N′-(3,5-diaminopyrazol-4-ylidene)hydrazino]benzoic acid ethyl ester), compound. RXN SMILES: C(OC(=O)C1C=CC=C(N[N:12]=[C:13]([C:16]#[N:17])[C:14]#[N:15])C=1)C.[NH2:19][C:20]1[CH:21]=[C:22]([CH:26]=[CH:27][CH:28]=1)[C:23]([O-:25])=[O:24].C(#N)[CH2:30][C:31]#N.O.[NH2:35][NH2:36]>>[CH2:30]([O:24][C:23](=[O:25])[C:22]1[CH:26]=[CH:27][CH:28]=[C:20]([NH:19][N:12]=[C:13]2[C:14]([NH2:15])=[N:36][N:35]=[C:16]2[NH2:17])[CH:21]=1)[CH3:31] |f:3.4|. Starting materials: FC(OC1=C(C=CC=C1)B1OC(C(O1)(C)C)(C)C)F (2-(2-difluoromethoxy-phenyl)-4,4,5,5-tetramethyl-[1,3,2]dioxaborolane), C([O-])([O-])=O.[Na+].[Na+] (sodium carbonate), C(C)#N (acetonitrile), BrC=1C=C2C(=NC1)N(N=C2I)COCC[Si](C)(C)C (5-bromo-3-iodo-1-(2-trimethylsilanyl-ethoxymethyl)-1H-pyrazolo[3,4-b]pyridine), 1,1′-bis(diphenylphosphino)ferrocenepalladium(II)-dichloride dichloromethane. Run in C1CCOC1 (THF). Reaction conditions: temperature 60 celsius, time 12 hour. The product is BrC=1C=C2C(=NC1)N(N=C2C2=C(C=CC=C2)OC(F)F)COCC[Si](C)(C)C (5-bromo-3-(2-difluoromethoxy-phenyl)-1-(2-trimethylsilanyl-ethoxymethyl)-1H-pyrazolo[3,4-b]pyridine). Yield: 97.4%. RXN SMILES: [F:1][CH:2]([F:19])[O:3][C:4]1[CH:9]=[CH:8][CH:7]=[CH:6][C:5]=1B1OC(C)(C)C(C)(C)O1.[Br:20][C:21]1[CH:22]=[C:23]2[C:29](I)=[N:28][N:27]([CH2:31][O:32][CH2:33][CH2:34][Si:35]([CH3:38])([CH3:37])[CH3:36])[C:24]2=[N:25][CH:26]=1.C(=O)([O-])[O-].[Na+].[Na+].C(#N)C>C1COCC1>[Br:20][C:21]1[CH:22]=[C:23]2[C:29]([C:5]3[CH:6]=[CH:7][CH:8]=[CH:9][C:4]=3[O:3][CH:2]([F:1])[F:19])=[N:28][N:27]([CH2:31][O:32][CH2:33][CH2:34][Si:35]([CH3:38])([CH3:37])[CH3:36])[C:24]2=[N:25][CH:26]=1 |f:2.3.4|. Reported procedure: 2-(2-difluoromethoxy-phenyl)-4,4,5,5-tetramethyl-[1,3,2]dioxaborolane (208 mg, 0.77 mmol), 5-bromo-3-iodo-1-(2-trimethylsilanyl-ethoxymethyl)-1H-pyrazolo[3,4-b]pyridine (350 mg, 0.77 mmol), 1,1′-bis(diphenylphosphino)ferrocenepalladium(II)-dichloride dichloromethane adduct (28 mg, 0.035 mmol) and aqueous solution of sodium carbonate (2 M, 0.77 mL) were suspended in anhydrous THF (7 mL) and acetonitrile (7 mL) under an atmosphere of nitrogen. The mixture was stirred at 60° C. for 12 h. The cooled... The reactants are CC1=C(C(=CC=C1)C)N=C=O (2,6-dimethylphenylisocyanate), Cl.CONC(=N)N (methoxyguanidine hydrochloride), S(=O)(=O)([O-])[O-].[Na+].[Na+] (sodium sulfate), [OH-].[Na+] (sodium hydroxide). The solvent is O1CCCC1 (tetrahydrofuran), O1CCCC1 (tetrahydrofuran). Conditions: time 1 hour. Yields the product Cl.CC1=C(C(=CC=C1)C)NC(=O)NC(NOC)=N (1-(2,6-dimethylphenyl)-3-methoxyamidinourea hydrochloride). As a reaction SMILES: [ClH:1].[CH3:2][O:3][NH:4][C:5]([NH2:7])=[NH:6].[OH-].[Na+].S([O-])([O-])(=O)=O.[Na+].[Na+].[CH3:17][C:18]1[CH:23]=[CH:22][CH:21]=[C:20]([CH3:24])[C:19]=1[N:25]=[C:26]=[O:27]>O1CCCC1>[ClH:1].[CH3:24][C:20]1[CH:21]=[CH:22][CH:23]=[C:18]([CH3:17])[C:19]=1[NH:25][C:26]([NH:6][C:5](=[NH:7])[NH:4][O:3][CH3:2])=[O:27] |f:0.1,2.3,4.5.6,9.10|. Procedure: To a suspension of 12.0 g. (0.11 mole) of methoxyguanidine hydrochloride in tetrahydrofuran (100 ml.) is added 8.8 g. (0.11 mole) of fifty percent (w/w) aqueous sodium hydroxide. After one hour of stirring, 5.0 g. of anhydrous sodium sulfate is added and the mixture is stirred for an additional hour. A solution of 14.7 g. (0.1 mole) of 2,6-dimethylphenylisocyanate in tetrahydrofuran (30 ml.) is added dropwise after which the mixture is stirred at room temperature overnight. The tetrahydrofuran i... Starting materials: CN(C)C=O, N#Cc1cccnc1Cl, [H-], [Na+], O, Cc1oc(-c2ccco2)nc1COc1ccc(CO)cc1. The product is Cc1oc(-c2ccco2)nc1COc1ccc(COc2ncccc2C#N)cc1. As a reaction SMILES: [CH3:31][N:32]([CH3:33])[CH:34]=[O:35].[Cl:22][c:23]1[n:24][cH:25][cH:26][cH:27][c:28]1[C:29]#[N:30].[H-:36].[Na+:37].[OH2:38].[o:1]1[c:2](-[c:6]2[o:7][c:8]([CH3:21])[c:9]([CH2:11][O:12][c:13]3[cH:14][cH:15][c:16]([CH2:19][OH:20])[cH:17][cH:18]3)[n:10]2)[cH:3][cH:4][cH:5]1>>[o:1]1[c:2](-[c:6]2[o:7][c:8]([CH3:21])[c:9]([CH2:11][O:12][c:13]3[cH:14][cH:15][c:16]([CH2:19][O:20][c:23]4[n:24][cH:25][cH:26][cH:27][c:28]4[C:29]#[N:30])[cH:17][cH:18]3)[n:10]2)[cH:3][cH:4][cH:5]1.